Task: describe an organic reaction: reactants, conditions, products, and yield. Dataset: the Open Reaction Database (ORD), a public repository of structured organic reaction records The reactants are C(=O)(OC(C)(C)C)N1CC(C1)=O (1-Boc-3-azetidinone), ClC1=NC(=C2N=C(N(C2=N1)C)CP(OC)(OC)=O)N1CCOCC1 (dimethyl (2-chloro-9-methyl-6-morpholino-9H-purin-8-yl)methylphosphonate), solution, [Li+].CC(C)[N-]C(C)C (LDA). Run in C1CCOC1 (THF), C1CCOC1 (THF), C1CCOC1 (THF). Conditions: time 2 hour. The product is ClC1=NC(=C2N=C(N(C2=N1)C)C=C1CN(C1)C(=O)OC(C)(C)C)N1CCOCC1 (tert-butyl 3-((2-chloro-9-methyl-6-morpholino-9H-purin-8-yl)methylene)azetidine-1-carboxylate). Isolated yield 94.2%. Reaction SMILES: [Cl:1][C:2]1[N:10]=[C:9]2[C:5]([N:6]=[C:7]([CH2:12]P(=O)(OC)OC)[N:8]2[CH3:11])=[C:4]([N:19]2[CH2:24][CH2:23][O:22][CH2:21][CH2:20]2)[N:3]=1.[Li+].CC([N-]C(C)C)C.[C:33]([N:40]1[CH2:43][C:42](=O)[CH2:41]1)([O:35][C:36]([CH3:39])([CH3:38])[CH3:37])=[O:34]>C1COCC1>[Cl:1][C:2]1[N:10]=[C:9]2[C:5]([N:6]=[C:7]([CH:12]=[C:42]3[CH2:41][N:40]([C:33]([O:35][C:36]([CH3:39])([CH3:38])[CH3:37])=[O:34])[CH2:43]3)[N:8]2[CH3:11])=[C:4]([N:19]2[CH2:20][CH2:21][O:22][CH2:23][CH2:24]2)[N:3]=1 |f:1.2|. Procedure details: To a cold (−78° C.) suspension of dimethyl (2-chloro-9-methyl-6-morpholino-9H-purin-8-yl)methylphosphonate (1.1 g, 2.9 mmol) in THF (26 mL) was added a 2.0M solution of LDA in THF (1.6 mL). The resulting solution was allowed to warm to room temperature before the addition of a solution of 1-Boc-3-azetidinone (0.58 g, 3.4 mmol) in THF (12 mL). The reaction mixture was stirred at room temperature for 2 hours and partitioned between brine and DCM. The organic layer was isolated, washed with brine, ... The reactants are N1CCC(CC1)CCCC1CCN(CC1)C(=O)OC(C)(C)C (tert-butyl 4-[3-(4-piperidinyl)propyl]-1-piperidinecarboxylate), solution, CC(C)([O-])C.[Na+] (sodium tert-butoxide), ClC1=NC(=CC=C1)C (2-chloro-6-methylpyridine). The reagents and catalysts are C=1C=CC(=CC1)/C=C/C(=O)/C=C/C2=CC=CC=C2.C=1C=CC(=CC1)/C=C/C(=O)/C=C/C2=CC=CC=C2.C=1C=CC(=CC1)/C=C/C(=O)/C=C/C2=CC=CC=C2.[Pd].[Pd] (tris(dibenzylideneacetone)dipalladium), C1(CCCCC1)P(C1=C(C=CC=C1)C1=CC=CC=C1)C1CCCCC1 (2-(dicyclohexylphosphino)biphenyl). Run in CCOC(=O)C (EtOAc). Conditions: temperature 100 celsius, time 1 hour. Product: CC1=CC=CC(=N1)N1CCC(CC1)CCCC1CCN(CC1)C(=O)OC(C)(C)C (tert-butyl 4-{3-[1-(6-methyl-2-pyridinyl)-4-piperidyl]propyl}-1-piperidinecarboxylate). Isolated yield 91.4%. Reaction SMILES: CC(C)([O-])C.[Na+].Cl[C:8]1[CH:13]=[CH:12][CH:11]=[C:10]([CH3:14])[N:9]=1.[NH:15]1[CH2:20][CH2:19][CH:18]([CH2:21][CH2:22][CH2:23][CH:24]2[CH2:29][CH2:28][N:27]([C:30]([O:32][C:33]([CH3:36])([CH3:35])[CH3:34])=[O:31])[CH2:26][CH2:25]2)[CH2:17][CH2:16]1>CCOC(C)=O.C1C=CC(/C=C/C(/C=C/C2C=CC=CC=2)=O)=CC=1.C1C=CC(/C=C/C(/C=C/C2C=CC=CC=2)=O)=CC=1.C1C=CC(/C=C/C(/C=C/C2C=CC=CC=2)=O)=CC=1.[Pd].[Pd].C1(P(C2CCCCC2)C2C=CC=CC=2C2C=CC=CC=2)CCCCC1>[CH3:14][C:10]1[N:9]=[C:8]([N:15]2[CH2:20][CH2:19][CH:18]([CH2:21][CH2:22][CH2:23][CH:24]3[CH2:25][CH2:26][N:27]([C:30]([O:32][C:33]([CH3:36])([CH3:35])[CH3:34])=[O:31])[CH2:28][CH2:29]3)[CH2:17][CH2:16]2)[CH:13]=[CH:12][CH:11]=1 |f:0.1,5.6.7.8.9|. Procedure: In an argon atmosphere, sodium tert-butoxide, (0.52 g), tris(dibenzylideneacetone)dipalladium (100 mg) and 2-(dicyclohexylphosphino)biphenyl (76 mg) were added to a Tol (22 ml) solution of 2-chloro-6-methylpyridine (0.56 g) and tert-butyl 4-[3-(4-piperidinyl)propyl]-1-piperidinecarboxylate (1.1 g), followed by heating with stirring at 100° C. for 1 hour. This was cooled to room temperature, diluted with EtOAc, and washed with aqueous saturated sodium hydrogencarbonate solution. This was dried ov... The product is Cc1cc(OCC2(O)CCS(=O)(=O)CC2)cc(C)c1-c1cccc(CNc2ccc(CCC(=O)O)c(F)c2)c1. As a reaction SMILES: [CH3:42][OH:43].[ClH:46].[F:1][c:2]1[c:3]([CH2:35][CH2:36][C:37](=[O:38])[O:39][CH2:40][CH3:41])[cH:4][cH:5][c:6]([NH:8][CH2:9][c:10]2[cH:11][c:12](-[c:16]3[c:17]([CH3:34])[cH:18][c:19]([O:23][CH2:24][C:25]4([OH:33])[CH2:26][CH2:27][S:28](=[O:31])(=[O:32])[CH2:29][CH2:30]4)[cH:20][c:21]3[CH3:22])[cH:13][cH:14][cH:15]2)[cH:7]1.[Na+:45].[O:47]1[CH2:48][CH2:49][CH2:50][CH2:51]1.[OH-:44]>>[F:1][c:2]1[c:3]([CH2:35][CH2:36][C:37](=[O:38])[OH:39])[cH:4][cH:5][c:6]([NH:8][CH2:9][c:10]2[cH:11][c:12](-[c:16]3[c:17]([CH3:34])[cH:18][c:19]([O:23][CH2:24][C:25]4([OH:33])[CH2:26][CH2:27][S:28](=[O:31])(=[O:32])[CH2:29][CH2:30]4)[cH:20][c:21]3[CH3:22])[cH:13][cH:14][cH:15]2)[cH:7]1. Reactants: CO, Cl, CCOC(=O)CCc1ccc(NCc2cccc(-c3c(C)cc(OCC4(O)CCS(=O)(=O)CC4)cc3C)c2)cc1F, [Na+], C1CCOC1, [OH-].